Dataset: the Open Reaction Database (ORD), a public repository of structured organic reaction records. Task: describe an organic reaction: reactants, conditions, products, and yield The reactants are Cc1cccc(C(C)C)c1N, Cl[Cu], Cl, O=N[O-], [Na+], O. Product: Cc1cccc(C(C)C)c1Cl. Reaction SMILES: [CH:1]([CH3:2])([CH3:3])[c:4]1[c:5]([NH2:6])[c:7]([CH3:11])[cH:8][cH:9][cH:10]1.[Cl:18][Cu:19].[ClH:12].[N:13]([O-:14])=[O:15].[Na+:16].[OH2:17]>>[CH:1]([CH3:2])([CH3:3])[c:4]1[c:5]([Cl:12])[c:7]([CH3:11])[cH:8][cH:9][cH:10]1.